Task: describe an organic reaction: reactants, conditions, products, and yield. Dataset: the Open Reaction Database (ORD), a public repository of structured organic reaction records The reactants are ClCCCBr, Brc1ccc2[nH]ncc2c1, ClCCl, CS(C)=O, [K+], [K+], O=C([O-])[O-]. RXN SMILES: [Br:11][CH2:12][CH2:13][CH2:14][Cl:15].[Br:1][c:2]1[cH:3][c:4]2[cH:5][n:6][nH:7][c:8]2[cH:9][cH:10]1.[CH2:26]([Cl:27])[Cl:28].[CH3:22][S:23]([CH3:24])=[O:25].[K+:16].[K+:17].[O-:18][C:19]([O-:20])=[O:21]>>[Br:1][c:2]1[cH:3][c:4]2[cH:5][n:6][n:7]([CH2:12][CH2:13][CH2:14][Cl:15])[c:8]2[cH:9][cH:10]1. Product: ClCCCn1ncc2cc(Br)ccc21.